Dataset: the Open Reaction Database (ORD), a public repository of structured organic reaction records. Task: describe an organic reaction: reactants, conditions, products, and yield Starting materials: Cl.NO (hydroxylamine hydrochloride), C(C)(=O)[O-].[NH4+] (ammonium acetate), N1C=CC2=CC=CC(=C12)C=O (indole-7-carboxaldehyde). The reagents and catalysts are [Zn] (zinc), [OH-].[NH4+] (ammonium hydroxide). The solvent is C(C)O.O (ethanol H2O). Run at time 2 hour. The product is N1C=CC2=CC=CC(=C12)CN ((Indol-7-yl)methylamine). The yield is 89.0%. Reaction SMILES: Cl.[NH2:2]O.C([O-])(=O)C.[NH4+].[NH:9]1[C:17]2[C:12](=[CH:13][CH:14]=[CH:15][C:16]=2[CH:18]=O)[CH:11]=[CH:10]1>C(O)C.O.[Zn].[OH-].[NH4+]>[NH:9]1[C:17]2[C:12](=[CH:13][CH:14]=[CH:15][C:16]=2[CH2:18][NH2:2])[CH:11]=[CH:10]1 |f:0.1,2.3,5.6,8.9|. Reported procedure: Add hydroxylamine hydrochloride (2.87 g, 41.37 mmol) and ammonium acetate (4.78 g, 62.06 mmol) to a solution of indole-7-carboxaldehyde (3.0 g, 20.68 mmol) in ethanol: H2O (3:1) (120 ml). Stir at room temperature for 2 hours. Add ammonium hydroxide (25 ml, 0.72 mmol) and zinc (11.0 g, 8.1 mmol) in portions. Filter the reaction mixture, dilute with ethyl acetate, and wash with water. Extract the organic layer with 1N HCl. Make the aqueous layer basic by adding 1N NaOH and extract with ethyl aceta... The reactants are O=S1(=O)NCCN1Cc1ccccc1, Nc1ccc(N2CCN(Cc3ccccc3)S2(=O)=O)cc1, Cl. Yields the product NNc1ccc(N2CCN(Cc3ccccc3)S2(=O)=O)cc1, Cl. As a reaction SMILES: [CH2:23]([N:30]1[CH2:24][CH2:25][NH:26][S:27]1(=[O:28])=[O:29])[c:31]1[cH:32][cH:33][cH:34][cH:35][cH:36]1.[CH2:2]([c:3]1[cH:4][cH:5][cH:6][cH:7][cH:8]1)[N:9]1[CH2:10][CH2:11][N:12]([c:16]2[cH:17][cH:18][c:19]([NH2:20])[cH:21][cH:22]2)[S:13]1(=[O:14])=[O:15].[ClH:1]>>[CH2:2]([c:3]1[cH:4][cH:5][cH:6][cH:7][cH:8]1)[N:9]1[CH2:10][CH2:11][N:12]([c:16]2[cH:17][cH:18][c:19]([NH:20][NH2:30])[cH:21][cH:22]2)[S:13]1(=[O:14])=[O:15].[ClH:1].